Task: describe an organic reaction: reactants, conditions, products, and yield. Dataset: the Open Reaction Database (ORD), a public repository of structured organic reaction records Reactants: OC1(C(CCCC1)=O)C=1C=NC=CC1 (2-Hydroxy-2-pyridin-3yl-cyclohexanone), C(C)(C)(C)OC(N(C)C)N(C)C (tert.-butoxy-bis-(dimethylamino)-methane). Product: CN(\C=C\1/CCCC(C1=O)(C=1C=NC=CC1)O)C (6-[1-Dimethylamino-meth-(E)-ylidene]-2-hydroxy-2-pyridin-3-yl-cyclohexanone). As a reaction SMILES: [OH:1][C:2]1([C:9]2[CH:10]=[N:11][CH:12]=[CH:13][CH:14]=2)[CH2:7][CH2:6][CH2:5][CH2:4][C:3]1=[O:8].C(O[CH:20](N(C)C)[N:21]([CH3:23])[CH3:22])(C)(C)C>>[CH3:20][N:21]([CH3:23])/[CH:22]=[C:4]1\[CH2:5][CH2:6][CH2:7][C:2]([OH:1])([C:9]2[CH:10]=[N:11][CH:12]=[CH:13][CH:14]=2)[C:3]\1=[O:8]. Procedure details: 2-Hydroxy-2-pyridin-3yl-cyclohexanone (394 mg, 2 mmol) was reacted with tert.-butoxy-bis-(dimethylamino)-methane using in analogous manner the procedure described in example 45a) to give crude title compound (582 mg) as a brown oil which was used directly in the next step. MS ISP (m/e): 247.2 (100) [(M+H)+].